The task is: describe an organic reaction: reactants, conditions, products, and yield. This data is from the Open Reaction Database (ORD), a public repository of structured organic reaction records. Starting materials: C(C)(C)(C)C=1C=C2C=NN(C(C2=C(C1)F)=O)C=1C(=C(C=CC1)N1N=C(C(=C1)C#N)NC1=NC=C(C=C1)Cl)CO (1-[3-(6-tert-Butyl-8-fluoro-1-oxo-1H-phthalazin-2-yl)-2-hydroxymethyl-phenyl]-3-(5-chloro-pyridin-2-ylamino)-1H-pyrazole-4-carbonitrile), dihydrogen, O1CCCC1 (tetrahydrofuran). The solvent is O (water). The product is C(C)(C)(C)C=1C=C2C=NN(C(C2=C(C1)F)=O)C=1C(=C(C=CC1)N1N=C(C(=C1)C(=O)N)NC1=NC=C(C=C1)Cl)CO (1-[3-(6-tert-butyl-8-fluoro-1-oxo-1H-phthalazin-2-yl)-2-hydroxymethyl-phenyl]-3-(5-chloro-pyridin-2-ylamino)-1H-pyrazole-4-carboxylic acid amide). RXN SMILES: [C:1]([C:5]1[CH:6]=[C:7]2[C:12](=[C:13]([F:15])[CH:14]=1)[C:11](=[O:16])[N:10]([C:17]1[C:18]([CH2:38][OH:39])=[C:19]([N:23]3[CH:27]=[C:26]([C:28]#[N:29])[C:25]([NH:30][C:31]4[CH:36]=[CH:35][C:34]([Cl:37])=[CH:33][N:32]=4)=[N:24]3)[CH:20]=[CH:21][CH:22]=1)[N:9]=[CH:8]2)([CH3:4])([CH3:3])[CH3:2].[O:40]1CCCC1>O>[C:1]([C:5]1[CH:6]=[C:7]2[C:12](=[C:13]([F:15])[CH:14]=1)[C:11](=[O:16])[N:10]([C:17]1[C:18]([CH2:38][OH:39])=[C:19]([N:23]3[CH:27]=[C:26]([C:28]([NH2:29])=[O:40])[C:25]([NH:30][C:31]4[CH:36]=[CH:35][C:34]([Cl:37])=[CH:33][N:32]=4)=[N:24]3)[CH:20]=[CH:21][CH:22]=1)[N:9]=[CH:8]2)([CH3:4])([CH3:2])[CH3:3]. Procedure: 1-[3-(6-tert-Butyl-8-fluoro-1-oxo-1H-phthalazin-2-yl)-2-hydroxymethyl-phenyl]-3-(5-chloro-pyridin-2-ylamino)-1H-pyrazole-4-carbonitrile (111 mg, 0.204 mmol) and dihydrogen tris(dimethylphosphinito)hydroplatinate (10.5 mg, 0.025 mmol) were taken up in tetrahydrofuran (3.8 ml) and water (0.38 ml). The material was stirred and heated to reflux (oil bath) for 1 hour. The mixture was cooled to ambient and the volatiles were stripped (rotary evaporator). The crude remainder was purified by preparative... Reactants: COC=1C=C2CCNC2=CC1OC (5,6-dimethoxyindoline), Br (hydrobromic acid). The product is Br.OC=1C=C2CCNC2=CC1O (5,6-dihydroxyindoline hydrobromide). Isolated yield 75.0%. Reaction SMILES: C[O:2][C:3]1[CH:4]=[C:5]2[C:9](=[CH:10][C:11]=1[O:12]C)[NH:8][CH2:7][CH2:6]2.[BrH:14]>>[BrH:14].[OH:2][C:3]1[CH:4]=[C:5]2[C:9](=[CH:10][C:11]=1[OH:12])[NH:8][CH2:7][CH2:6]2 |f:2.3|. Procedure details: 97.8 g of 5,6-dimethoxyindoline are dissolved in 400 ml of 47% hydrobromic acid and the solution is refluxed for four hours. The hydrobromic acid is evaporated under reduced pressure and the residue is taken up in 0.5 l of ethanol and treated with active charcoal under ethanol reflux for 30 minutes and the mixture is then filtered through celite. A volume of ethyl ether is then added progressively to the cooled filtrate. 94.8 g of 5,6-dihydroxyindoline hydrobromide are obtained. The reactants are N1=CC=C(C=C1)C1N(CCNC1)CCCCC(=O)OCC (ethyl 5-[(4-pyridyl)piperazine-1-yl]pentanoate), Cl.Cl.N1=CC=C(C=C1)C1N(CCNC1)CCCC(=O)OCC (ethyl 4-[(4-pyridyl)piperazin-1-yl]butyrate, dihydrochloride salt). Product: Cl.Cl.N1=CC=C(C=C1)C1N(CCNC1)CCCCC(=O)O (5-[(4-Pyridyl)piperazin-1-yl]pentanoic acid, dihydrochloride salt). Reaction SMILES: [N:1]1[CH:6]=[CH:5][C:4]([CH:7]2[CH2:12][NH:11][CH2:10][CH2:9][N:8]2[CH2:13][CH2:14][CH2:15][CH2:16][C:17]([O:19]CC)=[O:18])=[CH:3][CH:2]=1.[ClH:22].Cl.N1C=CC(C2CNCCN2CCCC(OCC)=O)=CC=1>>[ClH:22].[ClH:22].[N:1]1[CH:2]=[CH:3][C:4]([CH:7]2[CH2:12][NH:11][CH2:10][CH2:9][N:8]2[CH2:13][CH2:14][CH2:15][CH2:16][C:17]([OH:19])=[O:18])=[CH:5][CH:6]=1 |f:1.2.3,4.5.6|. Procedure: Following the method of Example 195ii), but staring from ethyl 5-[(4-pyridyl)piperazine-1-yl]pentanoate, dichydrochloride salt instead of ethyl 4-[(4-pyridyl)piperazin-1-yl]butyrate, dihydrochloride salt, the title compound was isolated after recrystallisation from wet ethanol, as an off-white crystalline solid in 59% overall yield: m.p. 294°-297° C. (dec); NMR (d6DMSO+CD3CO2D) δ 1.62(2H,m, 1.80(2H,m), 2.32(2H,t), 3.18(2H,m), 3.41(4H,m), 4.05(4H,m) 7.29(2H,d, 8.34(2H,d; m/Z 264 (M+H)+ ; calculat... The reactants are ClC=1C(=NN(C1C)C1=C(C(=O)O)C=C(C=C1)C(NS(=O)(=O)C1=CC2=CC=CC=C2C=C1)=O)C(N(CCCC)CCCC)=O (2-(4-chloro-3-(dibutylcarbamoyl)-5-methyl-1H-pyrazol-1-yl)-5-(naphthalen-2-ylsulfonylcarbamoyl)benzoic acid), ClC=1C(=NN(C1C)C1=C(C(=O)OCC)C=C(C=C1)C(NS(=O)(=O)C1=CC2=C(C=CC=C2C=C1)OCCN1CCOCC1)=O)C(N(CCCC)CCCC)=O (ethyl 2-(4-chloro-3-(dibutylcarbamoyl)-5-methyl-1H-pyrazol-1-yl)-5-(8-(2-morpholinoethoxy)naphthalen-2-ylsulfonylcarbamoyl)benzoate). Product: ClC=1C(=NN(C1C)C1=C(C(=O)O)C=C(C=C1)C(NS(=O)(=O)C1=CC2=C(C=CC=C2C=C1)OCCN1CCOCC1)=O)C(N(CCCC)CCCC)=O (2-(4-Chloro-3-(dibutylcarbamoyl)-5-methyl-1H-pyrazol-1-yl)-5-(8-(2-morpholinoethoxy)naphthalen-2-ylsulfonylcarbamoyl)benzoic acid). The yield is 99.9%. As a reaction SMILES: ClC1C(C(=O)N(CCCC)CCCC)=NN(C2C=CC(C(=O)NS(C3C=CC4C(=CC=CC=4)C=3)(=O)=O)=CC=2C(O)=O)C=1C.[Cl:44][C:45]1[C:46]([C:87](=[O:97])[N:88]([CH2:93][CH2:94][CH2:95][CH3:96])[CH2:89][CH2:90][CH2:91][CH3:92])=[N:47][N:48]([C:51]2[CH:61]=[CH:60][C:59]([C:62](=[O:86])[NH:63][S:64]([C:67]3[CH:76]=[CH:75][C:74]4[C:69](=[C:70]([O:77][CH2:78][CH2:79][N:80]5[CH2:85][CH2:84][O:83][CH2:82][CH2:81]5)[CH:71]=[CH:72][CH:73]=4)[CH:68]=3)(=[O:66])=[O:65])=[CH:58][C:52]=2[C:53]([O:55]CC)=[O:54])[C:49]=1[CH3:50]>>[Cl:44][C:45]1[C:46]([C:87](=[O:97])[N:88]([CH2:89][CH2:90][CH2:91][CH3:92])[CH2:93][CH2:94][CH2:95][CH3:96])=[N:47][N:48]([C:51]2[CH:61]=[CH:60][C:59]([C:62](=[O:86])[NH:63][S:64]([C:67]3[CH:76]=[CH:75][C:74]4[C:69](=[C:70]([O:77][CH2:78][CH2:79][N:80]5[CH2:81][CH2:82][O:83][CH2:84][CH2:85]5)[CH:71]=[CH:72][CH:73]=4)[CH:68]=3)(=[O:66])=[O:65])=[CH:58][C:52]=2[C:53]([OH:55])=[O:54])[C:49]=1[CH3:50]. Procedure: Following a procedure analogous to that for the synthesis of Intermediate 91F, ethyl 2-(4-chloro-3-(dibutylcarbamoyl)-5-methyl-1H-pyrazol-1-yl)-5-(8-(2-morpholinoethoxy)naphthalen-2-ylsulfonylcarbamoyl)benzoate (105 mg, 0.13 mmol) was converted to the title compound (98 mg, 97%). MS(ESI+) m/z 754.2 (M+H)+. The reactants are C1CCCC2=NC3=CC=CC=C3C(=C12)N (1,2,3,4-Tetrahydro-9-acridinamine), aldehyde, ( 16 ), N1CCOCC1 (morpholine), ClC1=C(C=O)C=CC=C1 (2-chlorobenzaldehyde). Solvent: C1(=CC=CC=C1)C (toluene). Product: ClC1=C(C=CC=C1)C=NC=1C2=CC=CC=C2N=C2CCCCC12 (N-[(2-Chlorophenyl)methylene]-1,2,3,4-tetrahydro-9-acridinamine). Reaction SMILES: [CH2:1]1[C:14]2[C:5](=[N:6][C:7]3[C:12]([C:13]=2[NH2:15])=[CH:11][CH:10]=[CH:9][CH:8]=3)[CH2:4][CH2:3][CH2:2]1.N1CCOCC1.[Cl:22][C:23]1[CH:30]=[CH:29][CH:28]=[CH:27][C:24]=1[CH:25]=O>C1(C)C=CC=CC=1>[Cl:22][C:23]1[CH:30]=[CH:29][CH:28]=[CH:27][C:24]=1[CH:25]=[N:15][C:13]1[C:12]2[C:7]([N:6]=[C:5]3[C:14]=1[CH2:1][CH2:2][CH2:3][CH2:4]3)=[CH:8][CH:9]=[CH:10][CH:11]=2. Procedure details: 1,2,3,4-Tetrahydro-9-acridinamine (4.0 g) was suspended in 400 ml of toluene to which morpholine (3.5 g) and 2-chlorobenzaldehyde (3.5 g) were successively added. The reaction mixture was refluxed overnight and then an additional 1.7 g of aldehyde was added. Reflux was continued for an additional sixteen (16) hours and then the reaction mixture was concentrated and purified by flash chromatography (CH2Cl2, then 20% EtOAc/CH2Cl2). Fractions containing the product were concentrated and recrystalli... Procedure: 10 g (42.7 mmol) of 1-benzyl-3-ethylaminomethyl-3-hydroxypyrrolidine in 60 ml of methanol are hydrogenated using 2 g of palladium/active carbon (10%) at 92° C. and 107 bar. The catalyst is filtered off, the filtrate is concentrated and the residue is distilled. As a reaction SMILES: C([N:8]1[CH2:12][CH2:11][C:10]([CH2:14][NH:15][CH2:16][CH3:17])([OH:13])[CH2:9]1)C1C=CC=CC=1>CO.[Pd]>[CH2:16]([NH:15][CH2:14][C:10]1([OH:13])[CH2:11][CH2:12][NH:8][CH2:9]1)[CH3:17]. The product is C(C)NCC1(CNCC1)O (3-Ethylaminomethyl-3-hydroxypyrrolidine). The reagents and catalysts are [Pd] (palladium). The reactants are C(C1=CC=CC=C1)N1CC(CC1)(O)CNCC (1-benzyl-3-ethylaminomethyl-3-hydroxypyrrolidine). Run in CO (methanol). The reactants are CN(C)c1cccc(N(CC(=O)O)S(=O)(=O)c2ccc(C(C)(C)C)cc2)c1, OCCNCc1ccc2ccccc2n1. Product: CN(C)c1cccc(N(CC(=O)N(CCO)Cc2ccc3ccccc3n2)S(=O)(=O)c2ccc(C(C)(C)C)cc2)c1. Reaction SMILES: [C:1]([CH3:2])([CH3:3])([CH3:4])[c:5]1[cH:6][cH:7][c:8]([S:11](=[O:12])(=[O:13])[N:14]([c:15]2[cH:16][c:17]([N:21]([CH3:22])[CH3:23])[cH:18][cH:19][cH:20]2)[CH2:24][C:25](=[O:26])[OH:27])[cH:9][cH:10]1.[n:28]1[c:29]([CH2:38][NH:39][CH2:40][CH2:41][OH:42])[cH:30][cH:31][c:32]2[cH:33][cH:34][cH:35][cH:36][c:37]12>>[C:1]([CH3:2])([CH3:3])([CH3:4])[c:5]1[cH:6][cH:7][c:8]([S:11](=[O:12])(=[O:13])[N:14]([c:15]2[cH:16][c:17]([N:21]([CH3:22])[CH3:23])[cH:18][cH:19][cH:20]2)[CH2:24][C:25](=[O:26])[N:39]([CH2:38][c:29]2[n:28][c:37]3[c:32]([cH:31][cH:30]2)[cH:33][cH:34][cH:35][cH:36]3)[CH2:40][CH2:41][OH:42])[cH:9][cH:10]1. Reaction conditions: time 3 hour. Yields the product OC=1C(=CC=C2C=CC=NC12)C(=O)N1CC2=CC=CC=C2C1 ((8-Hydroxyquinolin-7-yl)(isoindolin-2-yl)methanone). RXN SMILES: [OH:1][C:2]1[C:3]([C:12]([OH:14])=O)=[CH:4][CH:5]=[C:6]2[C:11]=1[N:10]=[CH:9][CH:8]=[CH:7]2.N1(C(N2C=CN=C2)=O)C=CN=C1.[CH2:27]1[C:35]2[C:30](=[CH:31][CH:32]=[CH:33][CH:34]=2)[CH2:29][NH:28]1>C1COCC1>[OH:1][C:2]1[C:3]([C:12]([N:28]2[CH2:29][C:30]3[C:35](=[CH:34][CH:33]=[CH:32][CH:31]=3)[CH2:27]2)=[O:14])=[CH:4][CH:5]=[C:6]2[C:11]=1[N:10]=[CH:9][CH:8]=[CH:7]2. Reported procedure: A mixture of 8-hydroxyquinoline-7-carboxylic acid (189 mg, 1.0 mmol) and di(1H-imidazol-1-yl)methanone (162.2 mg, 1.0 mmol) in THF (10 mL) was heated to reflux for 4 h, under nitrogen. The reaction mixture was allowed to cool to RT and isoindoline (95.3 mg, 0.80 mmol) was added. The resulting mixture was stirred at RT for 3 h and then left to stand at RT overnight. The reaction mixture was then quenched with H2O and an aqueous saturated solution of sodium hydrogen carbonate, and twice extracted ... The solvent is C1CCOC1 (THF). Starting materials: OC=1C(=CC=C2C=CC=NC12)C(=O)O (8-hydroxyquinoline-7-carboxylic acid), N1(C=NC=C1)C(=O)N1C=NC=C1 (di(1H-imidazol-1-yl)methanone), C1NCC2=CC=CC=C12 (isoindoline). The yield is 52.5%.